Dataset: the Open Reaction Database (ORD), a public repository of structured organic reaction records. Task: describe an organic reaction: reactants, conditions, products, and yield Starting materials: C(C)OC(C(CC(=O)C=1OC=CC1)=O)=O (4-Furan-2-yl-2,4-dioxo-butyric acid ethyl ester), ClC1=CC=C(S1)C1=CC(=NO1)CNN ([5-(5-Chloro-thiophen-2-yl)-isoxazol-3-ylmethyl]-hydrazine). The solvent is C(C)(=O)O (acetic acid), O (water). Yields the product C(C)OC(=O)C1=NN(C(=C1)C=1OC=CC1)CC1=NOC(=C1)C=1SC(=CC1)Cl (1-[5-(5-Chloro-thiophen-2-yl)-isoxazol-3-ylmethyl]-5-furan-2-yl-1H-pyrazole-3-carboxylic acid ethyl ester). Reaction SMILES: [CH2:1]([O:3][C:4](=[O:15])[C:5](=O)[CH2:6][C:7]([C:9]1[O:10][CH:11]=[CH:12][CH:13]=1)=O)[CH3:2].[Cl:16][C:17]1[S:21][C:20]([C:22]2[O:26][N:25]=[C:24]([CH2:27][NH:28][NH2:29])[CH:23]=2)=[CH:19][CH:18]=1>C(O)(=O)C.O>[CH2:1]([O:3][C:4]([C:5]1[CH:6]=[C:7]([C:9]2[O:10][CH:11]=[CH:12][CH:13]=2)[N:28]([CH2:27][C:24]2[CH:23]=[C:22]([C:20]3[S:21][C:17]([Cl:16])=[CH:18][CH:19]=3)[O:26][N:25]=2)[N:29]=1)=[O:15])[CH3:2]. Reported procedure: A solution of 550 mg 4-Furan-2-yl-2,4-dioxo-butyric acid ethyl ester and 601 mg [5-(5-Chloro-thiophen-2-yl)-isoxazol-3-ylmethyl]-hydrazine in 10 ml acetic acid was heated to 80° C. for 2 h. Then the reaction mixture was diluted with 20 ml water and extracted with ethyl acetate (3×100 ml). The combined organic layers were dried over MgSO4. The solvents were removed under reduced pressure and the residue was purified by silica gel chromatography eluting with a n-heptane:ethyl acetate gradient 100%... Starting materials: COC(=O)c1ccc(Oc2ccc3c(c2)CCN(C(=O)OC(C)(C)C)CC3)c(OC)c1, CCO, Cl, [Na+], [OH-]. Product: COc1cc(C(=O)O)ccc1Oc1ccc2c(c1)CCN(C(=O)OC(C)(C)C)CC2. As a reaction SMILES: [CH3:1][O:2][c:3]1[c:4]([O:13][c:14]2[cH:15][c:16]3[c:17]([cH:30][cH:31]2)[CH2:18][CH2:19][N:20]([C:23](=[O:24])[O:25][C:26]([CH3:27])([CH3:28])[CH3:29])[CH2:21][CH2:22]3)[cH:5][cH:6][c:7]([C:9](=[O:10])[O:11][CH3:12])[cH:8]1.[CH3:35][CH2:36][OH:37].[ClH:34].[Na+:33].[OH-:32]>>[CH3:1][O:2][c:3]1[c:4]([O:13][c:14]2[cH:15][c:16]3[c:17]([cH:30][cH:31]2)[CH2:18][CH2:19][N:20]([C:23](=[O:24])[O:25][C:26]([CH3:27])([CH3:28])[CH3:29])[CH2:21][CH2:22]3)[cH:5][cH:6][c:7]([C:9](=[O:10])[OH:11])[cH:8]1. Reactants: [O-][Mn](=O)(=O)=O.[K+] (KMnO4), [O-][Mn](=O)(=O)=O.[K+] (KMnO4), CCOC(=O)C1C(C1(C)C)C=C(C)C (ethyl chrysanthemumate), [Mn](=O)(=O)(=O)[O-].[K+] (potassium permanganate), CC(=O)C (acetone), [O-][Mn](=O)(=O)=O.[K+] (KMnO4). Run at time 2 hour. The product is CC1(C(C1C(=O)O)C(=O)O)C (caronic acid). Reaction SMILES: CC[O:3][C:4]([CH:6]1[C:8](C)(C)[CH:7]1[CH:11]=C(C)C)=[O:5].[Mn]([O-])(=O)(=O)=[O:16].[K+].C[C:22]([CH3:24])=[O:23]>>[CH3:8][C:7]1([CH3:11])[CH:6]([C:4]([OH:3])=[O:5])[CH:24]1[C:22]([OH:16])=[O:23] |f:1.2|. Procedure details: To a solution of ethyl chrysanthemumate (163.1 g) in acetone (600 mL) at 20° C. was added potassium permanganate (KMnO4) (472.7 g) as a solid in 9 equal portions. After each addition of KMnO4, the exotherm that ensued was allowed to subside before the addition of the next portion of KMnO4. Upon completion of KMnO4 addition, the reaction mixture was stirred for another 2 hours and then filtered. The solid cake was washed with acetone (450 mL) and suction dried. The dried solid was mixed with sodi... Starting materials: CO (MeOH), OC1=C(C(=O)O)C=C(C=C1C)I (2-hydroxy-5-iodo-3-methyl-benzoic acid), S(=O)(Cl)Cl (thionyl chloride), S(=O)(Cl)Cl (Thionyl chloride). Run at time 20 minute. Product: OC1=C(C(=O)OC)C=C(C=C1C)I (methyl 2-hydroxy-5-iodo-3-methyl-benzoate). As a reaction SMILES: [OH:1][C:2]1[C:10]([CH3:11])=[CH:9][C:8]([I:12])=[CH:7][C:3]=1[C:4]([OH:6])=[O:5].S(Cl)(Cl)=O.[CH3:17]O>>[OH:1][C:2]1[C:10]([CH3:11])=[CH:9][C:8]([I:12])=[CH:7][C:3]=1[C:4]([O:6][CH3:17])=[O:5]. Procedure details: A solution of 2.0 g (7.19 mmol) 2-hydroxy-5-iodo-3-methyl-benzoic acid in 5.0 mL thionyl chloride (69.0 mmol) is stirred for 20 min at 80° C. Thionyl chloride is eliminated i.vac. and the residue is combined with 20 mL MeOH and stirred for 20 min at RT. The product is precipitated out of the reaction. MeOH is eliminated i.vac. down to 5 mL and the residue is suction filtered. The product is further reacted without any more purification. Run in C(C)(=O)OCC (ethyl acetate). Reaction SMILES: [OH:1][C:2]1[C:3]2[CH:14]=[C:13]([O:15][CH3:16])[CH:12]=[CH:11][C:4]=2[S:5][C:6]=1[C:7]([O:9][CH3:10])=[O:8].CS(C)=O.CC(C)([O-])C.[K+].Br[CH2:28][C:29]#[N:30]>C(OCC)(=O)C>[CH3:10][O:9][C:7]([C:6]1[S:5][C:4]2[CH:11]=[CH:12][C:13]([O:15][CH3:16])=[CH:14][C:3]=2[C:2]=1[O:1][CH2:28][C:29]#[N:30])=[O:8] |f:2.3|. Product: COC(=O)C1=C(C2=C(S1)C=CC(=C2)OC)OCC#N (3-Cyanomethoxy-5-methoxy-benzo[b]thiophene-2-carboxylic acid methyl ester). Reactants: (1992)]in, CS(=O)C (DMSO), CC(C)([O-])C.[K+] (potassium t-butoxide), OC=1C2=C(SC1C(=O)OC)C=CC(=C2)OC (methyl 3-hydroxy-5-methoxybenzo[b]thiophene -2-carboxylate), BrCC#N (bromoacetonitrile). Procedure: To a room temperature solution of methyl 3-hydroxy-5-methoxybenzo[b]thiophene -2-carboxylate (1.00 g, 4.2 mmol) [Connor, et al., J. Med. Chem. 35:959 (1992)]in 20 mL of DMSO is added potassium t-butoxide (494 mg, 4.41 mmol) followed by bromoacetonitrile (878 μL, 12.58 mmol). The mixture is stirred at room temperature for 1.5 hours, then poured into ethyl acetate and 1N HC1. The organic layer is washed with 1N HCl, followed by several portions of brine, and dried over MgSO4. Filtration followed b... Reaction conditions: time 1.5 hour. Reactants: COc1cc(C=O)cc(OC)c1, CC(=O)[O-], CC(=O)OC(C)=O, [Na+], O=C1CNC(=O)N1, O. Product: COc1cc(C=C2NC(=O)NC2=O)cc(OC)c1. As a reaction SMILES: [CH3:1][O:2][c:3]1[cH:4][c:5]([CH:6]=[O:7])[cH:8][c:9]([O:11][CH3:12])[cH:10]1.[CH3:21][C:22](=[O:23])[O-:24].[CH3:25][C:26]([O:27][C:28](=[O:29])[CH3:30])=[O:31].[Na+:20].[O:13]=[C:14]1[CH2:15][NH:16][C:17](=[O:18])[NH:19]1.[OH2:32]>>[CH3:1][O:2][c:3]1[cH:4][c:5]([CH:6]=[C:15]2[C:14](=[O:13])[NH:19][C:17](=[O:18])[NH:16]2)[cH:8][c:9]([O:11][CH3:12])[cH:10]1. Starting materials: O=C(CC(=O)O)NC1=CC=C(C=C1)OC(F)(F)F (3-Oxo-3-(4-(trifluoromethoxy)phenylamino)propanoic acid), C1=CC=C(C=C1)P(C2=CC=CC=C2)C3=CC=CC=C3 (PPh3), acid chloride, NC(CC(=O)C1=CC=C(C=C1)C)(C)C1=CC=C(C=C1)OCCCC(F)(F)F (3-Amino-1-p-tolyl-3-(4-(4,4,4-trifluorobutoxy)phenyl)butan-1-one), ClC(C#N)(Cl)Cl (trichloroacetonitrile), N1=CC=CC=C1 (pyridine). The solvent is C(Cl)Cl (CH2Cl2), C(Cl)Cl (CH2Cl2). Reaction conditions: time 3 hour. Yields the product O=C(CC(C)(C1=CC=C(C=C1)OCCCC(F)(F)F)NC(CC(=O)NC1=CC=C(C=C1)OC(F)(F)F)=O)C1=CC=C(C=C1)C (N1-(4-Oxo-4-p-tolyl-2-(4-(4,4,4-trifluorobutoxy)phenyl)butan-2-yl)-N3-(4-(trifluoromethoxy)-phenyl)malonamide). The yield is 33.2%. RXN SMILES: [O:1]=[C:2]([NH:7][C:8]1[CH:13]=[CH:12][C:11]([O:14][C:15]([F:18])([F:17])[F:16])=[CH:10][CH:9]=1)[CH2:3][C:4]([OH:6])=O.C1C=CC(P(C2C=CC=CC=2)C2C=CC=CC=2)=CC=1.ClC(Cl)(Cl)C#N.[NH2:44][C:45]([C:57]1[CH:62]=[CH:61][C:60]([O:63][CH2:64][CH2:65][CH2:66][C:67]([F:70])([F:69])[F:68])=[CH:59][CH:58]=1)([CH3:56])[CH2:46][C:47]([C:49]1[CH:54]=[CH:53][C:52]([CH3:55])=[CH:51][CH:50]=1)=[O:48].N1C=CC=CC=1>C(Cl)Cl>[O:48]=[C:47]([C:49]1[CH:54]=[CH:53][C:52]([CH3:55])=[CH:51][CH:50]=1)[CH2:46][C:45]([NH:44][C:4](=[O:6])[CH2:3][C:2]([NH:7][C:8]1[CH:13]=[CH:12][C:11]([O:14][C:15]([F:18])([F:17])[F:16])=[CH:10][CH:9]=1)=[O:1])([C:57]1[CH:58]=[CH:59][C:60]([O:63][CH2:64][CH2:65][CH2:66][C:67]([F:68])([F:69])[F:70])=[CH:61][CH:62]=1)[CH3:56]. Procedure: To a solution of Intermediate 11F (41.6 mg, 0.158 mmol) in anhydrous CH2Cl2 (0.6 mL) was added PPh3 (124 mg, 0.474 mmol) followed by dropwise addition of trichloroacetonitrile (27.4 mg, 0.19 mmol). The reaction was stirred at rt for 3 h. To the freshly prepared acid chloride was added a solution of Intermediate 11E (20 mg, 0.053 mmol) in anhydrous CH2Cl2 (0.3 mL) followed by pyridine (19 mL, 0.237 mmol). The mixture was stirred at rt overnight. The solvent was removed in vacuo. The product was p... The reactants are OC1=NN(C=C1CC(=O)OC)C (methyl (3-hydroxy-1-methyl-1H-pyrazol-4-yl)acetate), ClCC1=CC(=NC=C1)OCC=1N=C(OC1C)C1=CC=CC=C1 (4-chloromethyl-2-(5-methyl-2-phenyl-4-oxazolylmethoxy)pyridine), C([O-])([O-])=O.[K+].[K+] (potassium carbonate), CN(C=O)C (N,N-dimethylformamide). The solvent is O (water). Run at temperature 60 celsius, time 4 hour. Product: CN1N=C(C(=C1)CC(=O)OC)OCC1=CC(=NC=C1)OCC=1N=C(OC1C)C1=CC=CC=C1 (methyl [1-methyl-3-[2-(5-methyl-2-phenyl-4-oxazolylmethoxy)-4-pyridylmethoxy]-1H-pyrazol-4-yl]acetate). Yield: 87.8%. RXN SMILES: [OH:1][C:2]1[C:6]([CH2:7][C:8]([O:10][CH3:11])=[O:9])=[CH:5][N:4]([CH3:12])[N:3]=1.Cl[CH2:14][C:15]1[CH:20]=[CH:19][N:18]=[C:17]([O:21][CH2:22][C:23]2[N:24]=[C:25]([C:29]3[CH:34]=[CH:33][CH:32]=[CH:31][CH:30]=3)[O:26][C:27]=2[CH3:28])[CH:16]=1.C(=O)([O-])[O-].[K+].[K+].CN(C)C=O>O>[CH3:12][N:4]1[CH:5]=[C:6]([CH2:7][C:8]([O:10][CH3:11])=[O:9])[C:2]([O:1][CH2:14][C:15]2[CH:20]=[CH:19][N:18]=[C:17]([O:21][CH2:22][C:23]3[N:24]=[C:25]([C:29]4[CH:34]=[CH:33][CH:32]=[CH:31][CH:30]=4)[O:26][C:27]=3[CH3:28])[CH:16]=2)=[N:3]1 |f:2.3.4|. Procedure details: A mixture of methyl (3-hydroxy-1-methyl-1H-pyrazol-4-yl)acetate (298 mg), 4-chloromethyl-2-(5-methyl-2-phenyl-4-oxazolylmethoxy)pyridine (551 mg), potassium carbonate (484 mg) and N,N-dimethylformamide (10 ml) was stirred at 60° C. for 4 hrs. The reaction mixture was poured into water and the mixture was extracted with ethyl acetate. The ethyl acetate layer was washed with saturated brine, dried (MgSO4) and concentrated. The residue was subjected to silica gel column chromatography, and methyl [...